Dataset: the Open Reaction Database (ORD), a public repository of structured organic reaction records. Task: describe an organic reaction: reactants, conditions, products, and yield The reactants are C(#N)[C@@H]1C[C@H](CCC1)OC(C1=CC=CC=C1)=O (benzoic acid trans-3-cyano-cyclohexyl ester), O([Na])C (NaOCH3). Run in CO (MeOH). Reaction conditions: time 12 hour. Yields the product O[C@@H]1C[C@H](CCC1)C#N (trans-3-hydroxy-cyclohexanecarbonitrile). Yield: 73.7%. As a reaction SMILES: [C:1]([C@H:3]1[CH2:8][CH2:7][CH2:6][C@H:5]([O:9]C(=O)C2C=CC=CC=2)[CH2:4]1)#[N:2].O(C)[Na]>CO>[OH:9][C@H:5]1[CH2:6][CH2:7][CH2:8][C@H:3]([C:1]#[N:2])[CH2:4]1. Reported procedure: A mixture of the above benzoic acid trans-3-cyano-cyclohexyl ester (0.29 g, 1.3 mmol) and 0.5M NaOCH3 (0.13 mL, 0.065 mmol) in MeOH (1 mL) was stirred at room temperature for 12 h. The reaction mixture was concentrated in vacuo and the resulting residue was purified by silica gel column chromatography using 3:2 hexanes:EtOAc as an eluent to afford 0.12 g (78%) of trans-3-hydroxy-cyclohexanecarbonitrile as a colorless oil. Starting materials: C1=CC=CC=2C(C3=C(CCC21)C=CC=C3)=CC=3C=CC(=C(C3)N)OC (5-(10,11-dihydro-dibenzo[a,d]cyclohepten-5-ylidenemethyl)-2-methoxy-phenylamine), CS(=O)(=O)Cl (methanesulfonyl chloride). Product: C1=CC=CC=2C(C3=C(CCC21)C=CC=C3)=CC=3C=CC(=C(C3)NS(=O)(=O)C)OC (N-[5-(10,11-Dihydro-dibenzo[a,d]cyclohepten-5-ylidenemethyl)-2-methoxy-phenyl]-methanesulfonamide). Isolated yield 77.0%. RXN SMILES: [CH:1]1[C:11]2[CH2:10][CH2:9][C:8]3[CH:12]=[CH:13][CH:14]=[CH:15][C:7]=3[C:6](=[CH:16][C:17]3[CH:18]=[CH:19][C:20]([O:24][CH3:25])=[C:21]([NH2:23])[CH:22]=3)[C:5]=2[CH:4]=[CH:3][CH:2]=1.[CH3:26][S:27](Cl)(=[O:29])=[O:28]>>[CH:12]1[C:8]2[CH2:9][CH2:10][C:11]3[CH:1]=[CH:2][CH:3]=[CH:4][C:5]=3[C:6](=[CH:16][C:17]3[CH:18]=[CH:19][C:20]([O:24][CH3:25])=[C:21]([NH:23][S:27]([CH3:26])(=[O:29])=[O:28])[CH:22]=3)[C:7]=2[CH:15]=[CH:14][CH:13]=1. Reported procedure: Following procedures essentially as described in Example 90-, 5-(10,11-dihydro-dibenzo[a,d]cyclohepten-5-ylidenemethyl)-2-methoxy-phenylamine and methanesulfonyl chloride gives the title compound in 77% yield as a tan foam, mp 192.1° C. 1H NMR (CDCl3) δ 2.74 (s, 3H), 2.80-4.61 (br m, 4H), 4.81 (s, 3H), 6.67-7.50 (m, 13H); MS (ES) 423 (M+NH4), 404 (M−H). HPLC shows 100% purity. Reactants: CN(C)CC1=CC2=C(CN(CCC2)C(C2=CC=C(C=C2)C(C2=CC=CC=C2)=O)=O)O1 (N,N-Dimethyl-[7-(4-benzoylbenzoyl)-5,6,7,8-tetrahydro-4H-furo[2,3-c]azepin-2-ylmethyl]amine), Cl (hydrogen chloride). Solvent: CO (methanol), CO (methanol). Yields the product Cl.CN(C)CC1=CC2=C(CN(CCC2)C(C2=CC=C(C=C2)C(C2=CC=CC=C2)=O)=O)O1 (N,N-dimethyl-[7-(4-benzoylbenzoyl)-5,6,7,8-tetrahydro-4H-furo[2,3-c]azepin-2-ylmethyl]amine hydrochloride). RXN SMILES: [CH3:1][N:2]([CH2:4][C:5]1[O:30][C:8]2[CH2:9][N:10]([C:14](=[O:29])[C:15]3[CH:20]=[CH:19][C:18]([C:21](=[O:28])[C:22]4[CH:27]=[CH:26][CH:25]=[CH:24][CH:23]=4)=[CH:17][CH:16]=3)[CH2:11][CH2:12][CH2:13][C:7]=2[CH:6]=1)[CH3:3].[ClH:31]>CO>[ClH:31].[CH3:3][N:2]([CH2:4][C:5]1[O:30][C:8]2[CH2:9][N:10]([C:14](=[O:29])[C:15]3[CH:20]=[CH:19][C:18]([C:21](=[O:28])[C:22]4[CH:27]=[CH:26][CH:25]=[CH:24][CH:23]=4)=[CH:17][CH:16]=3)[CH2:11][CH2:12][CH2:13][C:7]=2[CH:6]=1)[CH3:1] |f:3.4|. Procedure: N,N-Dimethyl-[7-(4-benzoylbenzoyl)-5,6,7,8-tetrahydro-4H-furo[2,3-c]azepin-2-ylmethyl]amine 0.166 g was dissolved in 2 ml of methanol; hydrogen chloride in methanol was added in excess, followed by stirring. This mixture was concentrated to yield the desired product. Reaction conditions: time 2 hour. Starting materials: COC=1C=C(C=CC1)SCC1=C(C(=O)O)C(=CC=C1)[N+](=O)[O-] (2-(3-methoxyphenylthiomethyl)-6-nitrobenzoic acid), B(F)(F)F.CCOCC (boron trifluoride etherate), C(O)([O-])=O.[Na+] (sodium hydrogen carbonate), Example 17, FC(C(=O)OC(C(F)(F)F)=O)(F)F (trifluoroacetic anhydride). RXN SMILES: [CH3:1][O:2][C:3]1[CH:4]=[C:5]([S:9][CH2:10][C:11]2[CH:19]=[CH:18][CH:17]=[C:16]([N+:20]([O-:22])=[O:21])[C:12]=2[C:13]([OH:15])=O)[CH:6]=[CH:7][CH:8]=1.FC(F)(F)C(OC(=O)C(F)(F)F)=O.B(F)(F)F.CCOCC.C(=O)([O-])O.[Na+]>C(Cl)Cl>[CH3:1][O:2][C:3]1[CH:8]=[CH:7][C:6]2[C:13](=[O:15])[C:12]3[C:16]([N+:20]([O-:22])=[O:21])=[CH:17][CH:18]=[CH:19][C:11]=3[CH2:10][S:9][C:5]=2[CH:4]=1 |f:2.3,4.5|. Procedure: In methylene chloride (30 ml) was suspended 2-(3-methoxyphenylthiomethyl)-6-nitrobenzoic acid obtained in Reference Example 17 (0.92 g, 2.88 mmol), and trifluoroacetic anhydride (0.81 ml, 5.76 mmol) was added thereto, followed by stirring at room temperature for 2 hours. The reaction mixture was ice-cooled, and boron trifluoride etherate (0.13 ml, 1.06 mmol) was added thereto, followed by reaction for one hour. After the reaction was completed, a saturated aqueous solution of sodium hydrogen car... Solvent: C(Cl)Cl (methylene chloride). Isolated yield 46.0%. Product: COC=1C=CC2=C(SCC3=C(C2=O)C(=CC=C3)[N+](=O)[O-])C1 (3-methoxy-10-nitro-6,11-dihydrodibenzo[b,e]thiepin-11-one). Starting materials: C1(CCCCC1)P(C1=C(C=CC=C1)C1=C(C=C(C=C1C(C)C)C(C)C)C(C)C)C1CCCCC1 (2-(dicyclohexylphosphino)-2′,4′,6′-triisopropylbiphenyl), ClC=1C=CN2N=C(N=C(C21)NCC2=NC=CC=C2)C2C(C2)C#N ((±)-2-(5-chloro-4-((pyridin-2-ylmethyl)amino)pyrrolo[2,1-f][1,2,4]triazin-2-yl)cyclopropanecarbonitrile), C1(=CC=CC=C1)B(O)O (phenylboronic acid), C(=O)([O-])[O-].[K+].[K+] (K2CO3). The reagents and catalysts are CC(=O)[O-].CC(=O)[O-].[Pd+2] (Pd(OAc)2). The solvent is O1CCOCC1 (1,4-dioxane), O (water). Reaction conditions: temperature 100 celsius. Yields the product C1(=CC=CC=C1)C=1C=CN2N=C(N=C(C21)NCC2=NC=CC=C2)C2C(C2)C#N ((±)-2-(5-phenyl-4-((pyridin-2-ylmethyl)amino)pyrrolo[2,1-f][1,2,4]triazin-2-yl)cyclopropanecarbonitrile). Isolated yield 44.3%. RXN SMILES: Cl[C:2]1[CH:3]=[CH:4][N:5]2[C:10]=1[C:9]([NH:11][CH2:12][C:13]1[CH:18]=[CH:17][CH:16]=[CH:15][N:14]=1)=[N:8][C:7]([CH:19]1[CH2:21][CH:20]1[C:22]#[N:23])=[N:6]2.[C:24]1(B(O)O)[CH:29]=[CH:28][CH:27]=[CH:26][CH:25]=1.C1(P(C2CCCCC2)C2C=CC=CC=2C2C(C(C)C)=CC(C(C)C)=CC=2C(C)C)CCCCC1.C([O-])([O-])=O.[K+].[K+]>O1CCOCC1.O.CC([O-])=O.CC([O-])=O.[Pd+2]>[C:24]1([C:2]2[CH:3]=[CH:4][N:5]3[C:10]=2[C:9]([NH:11][CH2:12][C:13]2[CH:18]=[CH:17][CH:16]=[CH:15][N:14]=2)=[N:8][C:7]([CH:19]2[CH2:21][CH:20]2[C:22]#[N:23])=[N:6]3)[CH:29]=[CH:28][CH:27]=[CH:26][CH:25]=1 |f:3.4.5,8.9.10|. Reported procedure: To a stirred solution of (±)-2-(5-chloro-4-((pyridin-2-ylmethyl)amino)pyrrolo[2,1-f][1,2,4]triazin-2-yl)cyclopropanecarbonitrile (50.0 mg, 0.154 mmol) and phenylboronic acid (22.5 mg, 0.185 mmol) in a mixture of 1,4-dioxane (3 mL) and water (0.6 mL) was added 2-(dicyclohexylphosphino)-2′,4′,6′-triisopropylbiphenyl (14.7 mg, 0.0310 mmol), Pd(OAc)2 (3.46 mg, 0.0150 mmol) followed by K2CO3 (63.8 mg, 0.462 mmol). The resulting suspension was purged with N2 gas for 5 minutes then heated at 100° C. in... The reactants are ClC1=CC2=C(N=N1)CCCCCC2 (3-Chloro-5,6,7,8,9,10-hexahydrocycloocta[c]pyridazine), NN (hydrazine). The solvent is N1=CC=CC=C1 (pyridine). Yields the product N(N)C1=CC2=C(N=N1)CCCCCC2 (3-hydrazinyl-5,6,7,8,9,10-hexahydrocycloocta[c]pyridazine). RXN SMILES: Cl[C:2]1[N:7]=[N:6][C:5]2[CH2:8][CH2:9][CH2:10][CH2:11][CH2:12][CH2:13][C:4]=2[CH:3]=1.[NH2:14][NH2:15]>N1C=CC=CC=1>[NH:14]([C:2]1[N:7]=[N:6][C:5]2[CH2:8][CH2:9][CH2:10][CH2:11][CH2:12][CH2:13][C:4]=2[CH:3]=1)[NH2:15]. Reported procedure: 3-Chloro-5,6,7,8,9,10-hexahydrocycloocta[c]pyridazine (1.36 g) was treated with anhydrous pyridine (10 mL) and anhydrous hydrazine (3 mL) at 100° C. for 5.5 h. The solvent was removed under vacuum and the residue was partitioned between chloroform and saturated aqueous potassium carbonate solution. The organic layer was dried over anhydrous sodium sulfate and concentrated under vacuum to provide 3-hydrazinyl-5,6,7,8,9,10-hexahydrocycloocta[c]pyridazine; 1H NMR (CDCl3, 300 MHz) 6.71 (s, 1H), 3.01... Product: Cc1ccc(S(=O)(=O)n2nc(C)c3ccc(N)cc32)cc1. The reactants are Cc1ccc(S(=O)(=O)n2nc(C)c3ccc([N+](=O)[O-])cc32)cc1, CO, [H][H]. As a reaction SMILES: [CH3:1][c:2]1[n:3][n:4]([S:14](=[O:15])(=[O:16])[c:17]2[cH:18][cH:19][c:20]([CH3:23])[cH:21][cH:22]2)[c:5]2[cH:6][c:7]([N+:11]([O-:12])=[O:13])[cH:8][cH:9][c:10]12.[CH3:26][OH:27].[H:24][H:25]>>[CH3:1][c:2]1[n:3][n:4]([S:14](=[O:15])(=[O:16])[c:17]2[cH:18][cH:19][c:20]([CH3:23])[cH:21][cH:22]2)[c:5]2[cH:6][c:7]([NH2:11])[cH:8][cH:9][c:10]12.